Dataset: the Open Reaction Database (ORD), a public repository of structured organic reaction records. Task: describe an organic reaction: reactants, conditions, products, and yield The reactants are O=C([O-])O, ClCc1csc(-c2ccc(Cl)cc2)n1, CSc1c(C#N)c(N)nc(S)c1C#N, [Na+], CN(C)C=O. Yields the product CSc1c(C#N)c(N)nc(SCc2csc(-c3ccc(Cl)cc3)n2)c1C#N. Reaction SMILES: [C:15](=[O:16])([OH:17])[O-:18].[Cl:20][CH2:21][c:22]1[n:23][c:24](-[c:27]2[cH:28][cH:29][c:30]([Cl:33])[cH:31][cH:32]2)[s:25][cH:26]1.[NH2:1][c:2]1[n:3][c:4]([SH:14])[c:5]([C:12]#[N:13])[c:6]([S:10][CH3:11])[c:7]1[C:8]#[N:9].[Na+:19].[O:34]=[CH:35][N:36]([CH3:37])[CH3:38]>>[NH2:1][c:2]1[n:3][c:4]([S:14][CH2:21][c:22]2[n:23][c:24](-[c:27]3[cH:28][cH:29][c:30]([Cl:33])[cH:31][cH:32]3)[s:25][cH:26]2)[c:5]([C:12]#[N:13])[c:6]([S:10][CH3:11])[c:7]1[C:8]#[N:9]. The reactants are N[C@@H]([C@@H](C)CC)C(=O)O (L-isoleucine), [BH4-].[Na+] (sodium borohydride), O1CCCC1 (tetrahydrofuran), COC1=CC=C(C=C1)C1SC2=C(NC(C1=O)=O)C=CC=C2 (2-(4-methoxyphenyl)-1,5-benzothiazepine-3,4(2H,5H)-dione). Product: O[C@@H]1[C@@H](SC2=C(NC1=O)C=CC=C2)C2=CC=C(C=C2)OC ((2S,3S)-3-hydroxy-2-(4-methoxyphenyl)-2,3-dihydro-1,5-benzothiazepin-4(5H)-one). RXN SMILES: N[C@H](C(O)=O)[C@H](CC)C.[BH4-].[Na+].O1CCCC1.[CH3:17][O:18][C:19]1[CH:24]=[CH:23][C:22]([CH:25]2[C:31](=[O:32])[C:30](=[O:33])[NH:29][C:28]3[CH:34]=[CH:35][CH:36]=[CH:37][C:27]=3[S:26]2)=[CH:21][CH:20]=1>C(O)(=O)C>[OH:32][C@H:31]1[C:30](=[O:33])[NH:29][C:28]2[CH:34]=[CH:35][CH:36]=[CH:37][C:27]=2[S:26][C@H:25]1[C:22]1[CH:23]=[CH:24][C:19]([O:18][CH3:17])=[CH:20][CH:21]=1 |f:1.2|. Procedure details: A mixture of L-isoleucine (289 mg), sodium borohydride (76 mg) and tetrahydrofuran (15 ml) is refluxed under nitrogen atmosphere for three hours. The mixture is cooled to -20° C., and thereto is added 2-(4-methoxyphenyl)-1,5-benzothiazepine-3,4(2H,5H)-dione (299 mg), and the mixture is stirred at the same temperature for 20 hours. To the reaction solution is added acetic acid (600 mg), and the mixture is stirred for two hours, and then evaporated under reduced pressure to remove the solvent. Wat... The yield is 87.4%. Solvent: C(C)(=O)O (acetic acid). Run at temperature -20 celsius, time 20 hour.